Task: describe an organic reaction: reactants, conditions, products, and yield. Dataset: the Open Reaction Database (ORD), a public repository of structured organic reaction records The reactants are OCCCBr, CC(C)N1CCC(Oc2ccc3c(c2)cc2n3C(C)CNC2=O)CC1, [H-], [Na+]. The product is CC(C)N1CCC(Oc2ccc3c(c2)cc2n3C(C)CN(CCCO)C2=O)CC1. As a reaction SMILES: [Br:28][CH2:29][CH2:30][CH2:31][OH:32].[CH:1]([CH3:2])([CH3:3])[N:4]1[CH2:5][CH2:6][CH:7]([O:10][c:11]2[cH:12][c:13]3[cH:14][c:15]4[n:16]([c:17]3[cH:18][cH:19]2)[CH:20]([CH3:25])[CH2:21][NH:22][C:23]4=[O:24])[CH2:8][CH2:9]1.[H-:26].[Na+:27]>>[CH:1]([CH3:2])([CH3:3])[N:4]1[CH2:5][CH2:6][CH:7]([O:10][c:11]2[cH:12][c:13]3[cH:14][c:15]4[n:16]([c:17]3[cH:18][cH:19]2)[CH:20]([CH3:25])[CH2:21][N:22]([CH2:29][CH2:30][CH2:31][OH:32])[C:23]4=[O:24])[CH2:8][CH2:9]1. Reactants: O=C(O)C(=O)O, O=C([O-])[O-], CN(C)Cc1ccc(CS)o1, CNC(=C[N+](=O)[O-])NCCCl, [K+], [K+], C1CCOC1, O. Yields the product CNC(=C[N+](=O)[O-])NCCSCc1ccc(CN(C)C)o1. Reaction SMILES: [C:12]([OH:13])(=[O:14])[C:15]([OH:16])=[O:17].[C:29](=[O:30])([O-:31])[O-:32].[CH3:18][N:19]([CH3:20])[CH2:21][c:22]1[cH:23][cH:24][c:25]([CH2:27][SH:28])[o:26]1.[Cl:1][CH2:2][CH2:3][NH:4][C:5](=[CH:6][N+:7](=[O:8])[O-:9])[NH:10][CH3:11].[K+:33].[K+:34].[O:36]1[CH2:37][CH2:38][CH2:39][CH2:40]1.[OH2:35]>>[CH2:2]([CH2:3][NH:4][C:5](=[CH:6][N+:7](=[O:8])[O-:9])[NH:10][CH3:11])[S:28][CH2:27][c:25]1[cH:24][cH:23][c:22]([CH2:21][N:19]([CH3:18])[CH3:20])[o:26]1. Reactants: C1CCOC1, CCO, Nc1ccn(Cc2ccccc2)c(=O)c1[N+](=O)[O-]. Product: Nc1ccn(Cc2ccccc2)c(=O)c1N. Reaction SMILES: [CH2:22]1[O:23][CH2:24][CH2:25][CH2:26]1.[CH3:19][CH2:20][OH:21].[NH2:1][c:2]1[c:3]([N+:16]([O-:17])=[O:18])[c:4](=[O:15])[n:5]([CH2:8][c:9]2[cH:10][cH:11][cH:12][cH:13][cH:14]2)[cH:6][cH:7]1>>[NH2:1][c:2]1[c:3]([NH2:16])[c:4](=[O:15])[n:5]([CH2:8][c:9]2[cH:10][cH:11][cH:12][cH:13][cH:14]2)[cH:6][cH:7]1. Isolated yield 52.3%. Yields the product CN(C(=O)Cc1cc(F)cc(F)c1)c1ccc(F)cc1. Starting materials: O=C(O)Cc1cc(F)cc(F)c1, CNc1ccc(F)cc1. The solvent is CN(C)C=O (DMF), CN(C)C=O (DMF), CN(C)C=O (DMF), CN(C)C=O (DMF), CN(C)C=O (DMF), CN(C)C=O (DMF). The reagents and catalysts are CN(C)C(=[N+](C)C)ON1C2=C(C=CC=N2)N=N1.F[P-](F)(F)(F)(F)F (HATU), CCN(C(C)C)C(C)C (DIPEA), C1=CC2=C(N=C1)N(N=N2)O (HOAt). RXN SMILES: CNc1ccc(F)cc1.O=C(O)Cc1cc(F)cc(F)c1.CN(C)C(=[N+](C)C)ON1C2=C(C=CC=N2)N=N1.F[P-](F)(F)(F)(F)F.C1=CC2=C(N=C1)N(N=N2)O.CCN(C(C)C)C(C)C.CN(C)C=O>>CN(C(=O)Cc1cc(F)cc(F)c1)c1ccc(F)cc1. Conditions: temperature 25 celsius, time 2 hour. Reactants: CC#N, C[Si](C)(C)Nc1c(Cl)cccc1Cl, Cc1cc(C)n2nc(S(=O)(=O)Cl)nc2n1, c1ccncc1. Product: Cc1cc(C)n2nc(S(=O)(=O)Nc3c(Cl)cccc3Cl)nc2n1. As a reaction SMILES: [CH3:16][C:17]#[N:18].[CH3:19][Si:20]([NH:21][c:22]1[c:23]([Cl:29])[cH:24][cH:25][cH:26][c:27]1[Cl:28])([CH3:30])[CH3:31].[Cl:1][S:2](=[O:3])(=[O:4])[c:5]1[n:6][n:7]2[c:8]([n:9][c:10]([CH3:14])[cH:11][c:12]2[CH3:13])[n:15]1.[cH:32]1[cH:33][cH:34][n:35][cH:36][cH:37]1>>[S:2](=[O:3])(=[O:4])([c:5]1[n:6][n:7]2[c:8]([n:9][c:10]([CH3:14])[cH:11][c:12]2[CH3:13])[n:15]1)[NH:21][c:22]1[c:23]([Cl:29])[cH:24][cH:25][cH:26][c:27]1[Cl:28]. The reactants are CCOC(=O)c1ccc(Cl)c(Cl)c1CBr, CN(C)C=O, N. The product is O=C1NCc2c1ccc(Cl)c2Cl. As a reaction SMILES: [Br:2][CH2:3][c:4]1[c:5]([C:6](=[O:7])[O:8][CH2:9][CH3:10])[cH:11][cH:12][c:13]([Cl:16])[c:14]1[Cl:15].[CH3:17][N:18]([CH3:19])[CH:20]=[O:21].[NH3:1]>>[NH:1]1[CH2:3][c:4]2[c:5]([cH:11][cH:12][c:13]([Cl:16])[c:14]2[Cl:15])[C:6]1=[O:7]. Starting materials: C(C)(C)(C)C1CCC(CC1)N(C(=O)NC1=CC=C(C=C1)OC(F)(F)F)CC1=CC=C(C(=O)C(C2CC2)NCCC(=O)O)C=C1 (3-({4-[1-(4-tert-butylcyclohexyl)-3-(4-trifluoromethoxyphenyl)-ureidomethyl]benzoyl}cyclopropylmethyl)aminopropionic acid), C(=O)(C(F)(F)F)O (TFA). The solvent is ClCCl (dichloromethane). Reaction conditions: time 5 minute. The product is C(C)(C)(C)C1CCC(CC1)C(C1=CC=C(C(=O)C(C2CC2)NCCC(=O)O)C=C1)NC(=O)NC1=CC=C(C=C1)OC(F)(F)F (3-({4-[1-(4-tert-butylcyclohexyl)-3-(4-trifluoromethoxyphenyl)ureidomethyl]benzoyl}cyclopropylmethyl)aminopropionic Acid). RXN SMILES: C(C1CCC([N:11]([CH2:26][C:27]2[CH:44]=[CH:43][C:30]([C:31]([CH:33]([NH:37][CH2:38][CH2:39][C:40]([OH:42])=[O:41])[CH:34]3[CH2:36][CH2:35]3)=[O:32])=[CH:29][CH:28]=2)[C:12]([NH:14][C:15]2[CH:20]=[CH:19][C:18]([O:21][C:22]([F:25])([F:24])[F:23])=[CH:17][CH:16]=2)=[O:13])CC1)(C)(C)C.[C:45](O)([C:47](F)(F)F)=O>ClCCl>[C:27]([CH:45]1[CH2:47][CH2:17][CH:16]([CH:26]([NH:11][C:12]([NH:14][C:15]2[CH:16]=[CH:17][C:18]([O:21][C:22]([F:23])([F:24])[F:25])=[CH:19][CH:20]=2)=[O:13])[C:27]2[CH:44]=[CH:43][C:30]([C:31]([CH:33]([NH:37][CH2:38][CH2:39][C:40]([OH:42])=[O:41])[CH:34]3[CH2:35][CH2:36]3)=[O:32])=[CH:29][CH:28]=2)[CH2:15][CH2:20]1)([CH3:44])([CH3:28])[CH3:26]. Procedure: The above resin bound 3-({4-[1-(4-tert-butylcyclohexyl)-3-(4-trifluoromethoxyphenyl)-ureidomethyl]benzoyl}cyclopropylmethyl)aminopropionic acid (50 mg) was treated with 1 mL 5% TFA in dichloromethane for 1 hour at 25° C. The product was filtered off and the resin was washed with 1 mL dichloromethane. The combined extracts were concentrated in vacuo. The residue was dissolved in 50 μL DMSO+500 μL acetonitrile and purified by preparative HPLC using a Supelcosil ABZ+25 cm×10 mm 5μ column. The start... Starting materials: Cl.CN1CCC(CC1)C1=NN(C2=CC=CC=C12)C1=CC=CC=C1 (3-(1-Methyl-4-piperidinyl)-1-phenyl-1H-indazole hydrochloride), O (water), N#CBr (cyanogen bromide), C(=O)([O-])[O-].[K+].[K+] (K2CO3). Run in CS(=O)C (dimethylsulfoxide), CS(=O)C (dimethylsulfoxide). Reaction conditions: time 16 hour. Product: C1(=CC=CC=C1)N1N=C(C2=CC=CC=C12)C1CCN(CC1)C#N (4-(1-phenyl-1H-indazol-3-yl)-piperidine-1-carbonitrile). Yield: 43.8%. RXN SMILES: [N:1]#[C:2]Br.C([O-])([O-])=O.[K+].[K+].Cl.C[N:12]1[CH2:17][CH2:16][CH:15]([C:18]2[C:26]3[C:21](=[CH:22][CH:23]=[CH:24][CH:25]=3)[N:20]([C:27]3[CH:32]=[CH:31][CH:30]=[CH:29][CH:28]=3)[N:19]=2)[CH2:14][CH2:13]1.O>CS(C)=O>[C:27]1([N:20]2[C:21]3[C:26](=[CH:25][CH:24]=[CH:23][CH:22]=3)[C:18]([CH:15]3[CH2:16][CH2:17][N:12]([C:2]#[N:1])[CH2:13][CH2:14]3)=[N:19]2)[CH:28]=[CH:29][CH:30]=[CH:31][CH:32]=1 |f:1.2.3,4.5|. Procedure: To a mixture of cyanogen bromide (5.76 g, 0.054 moles) and K2CO3 (8.82 g, 0.064 moles) in dimethylsulfoxide (110 ml) was added 3-(1-methyl-4-piperidinyl)-1-phenyl-1H-indazole (14.8 g, 0.051 moles) of Example 66 in dimethylsulfoxide (DMSO) (15 ml). The reaction was stirred at ambient temperature for 16 hours and then poured into water and extracted with ether. A precipitate formed in the ether which was collected and then the ether was concentrated to yield additional product. The crude product (...